Dataset: the Open Reaction Database (ORD), a public repository of structured organic reaction records. Task: describe an organic reaction: reactants, conditions, products, and yield Starting materials: CCCC1CC(=O)C2=C(C1)NC(C)=C(C#N)C2c1ccc(O)c(Br)c1, O=S(=O)(O)Cl. Product: CCCC1CC(=O)C2=C(C1)NC(C)=C(C#N)C2c1cc(Br)c(O)c(S(=O)(=O)Cl)c1. Reaction SMILES: [Br:6][c:7]1[cH:8][c:9]([CH:14]2[C:15]([C:29]#[N:30])=[C:16]([CH3:28])[NH:17][C:18]3=[C:23]2[C:22](=[O:24])[CH2:21][CH:20]([CH2:25][CH2:26][CH3:27])[CH2:19]3)[cH:10][cH:11][c:12]1[OH:13].[Cl:1][S:2](=[O:3])(=[O:4])[OH:5]>>[Cl:1][S:2](=[O:3])(=[O:5])[c:11]1[cH:10][c:9]([CH:14]2[C:15]([C:29]#[N:30])=[C:16]([CH3:28])[NH:17][C:18]3=[C:23]2[C:22](=[O:24])[CH2:21][CH:20]([CH2:25][CH2:26][CH3:27])[CH2:19]3)[cH:8][c:7]([Br:6])[c:12]1[OH:13]. Starting materials: CCOC(C)=O, COCCN, CCCCCC, Cc1c(C)c2c(c(C)c1NC(=O)OCC(Cl)(Cl)Cl)C(c1ccc(C(C)C)cc1)CO2. The product is COCCNC(=O)Nc1c(C)c(C)c2c(c1C)C(c1ccc(C(C)C)cc1)CO2. Reaction SMILES: [C:36]([O:37][CH2:38][CH3:39])(=[O:40])[CH3:41].[CH3:31][O:32][CH2:33][CH2:34][NH2:35].[CH3:42][CH2:43][CH2:44][CH2:45][CH2:46][CH3:47].[CH:1]([CH3:2])([CH3:3])[c:4]1[cH:5][cH:6][c:7]([CH:10]2[CH2:11][O:12][c:13]3[c:14]2[c:15]([CH3:30])[c:16]([NH:21][C:22]([O:23][CH2:25][C:26]([Cl:27])([Cl:28])[Cl:29])=[O:24])[c:17]([CH3:20])[c:18]3[CH3:19])[cH:8][cH:9]1>>[CH:1]([CH3:2])([CH3:3])[c:4]1[cH:5][cH:6][c:7]([CH:10]2[CH2:11][O:12][c:13]3[c:14]2[c:15]([CH3:30])[c:16]([NH:21][C:22](=[O:23])[NH:35][CH2:34][CH2:33][O:32][CH3:31])[c:17]([CH3:20])[c:18]3[CH3:19])[cH:8][cH:9]1. Reactants: C(C)O (ethanol), B(Br)(Br)Br (boron tribromide), OC1=C(C=CC=C1)C(CC(=O)C1=CC(=C(C(=C1)[N+](=O)[O-])OC)OC)=O (1-(o-hydroxyphenyl)-3-(3,4-dimethoxy-5-nitrophenyl)-1,3-propanedione). Run in C(Cl)Cl (methylene chloride), C(Cl)Cl (methylene chloride). Yields the product OC=1C=C(C=C(C1O)[N+](=O)[O-])C(CC(=O)C1=C(C=CC=C1)O)=O (1-(3,4-dihydroxy-5-nitrophenyl)-3-(o-hydroxyphenyl)-1,3-propanedione). RXN SMILES: B(Br)(Br)Br.[OH:5][C:6]1[CH:11]=[CH:10][CH:9]=[CH:8][C:7]=1[C:12](=[O:29])[CH2:13][C:14]([C:16]1[CH:21]=[C:20]([N+:22]([O-:24])=[O:23])[C:19]([O:25]C)=[C:18]([O:27]C)[CH:17]=1)=[O:15].C(O)C>C(Cl)Cl>[OH:27][C:18]1[CH:17]=[C:16]([C:14](=[O:15])[CH2:13][C:12]([C:7]2[CH:8]=[CH:9][CH:10]=[CH:11][C:6]=2[OH:5])=[O:29])[CH:21]=[C:20]([N+:22]([O-:24])=[O:23])[C:19]=1[OH:25]. Reported procedure: A solution of 1.82 g of boron tribromide in 20 ml of methylene chloride is added dropwise within about 20 minutes to a solution of 500 mg of 1-(o-hydroxyphenyl)-3-(3,4-dimethoxy-5-nitrophenyl)-1,3-propanedione in 50 ml of methylene chloride while stirring and under an argon atmosphere at -20°, whereupon the mixture is stirred at room temperature overnight. After cooling to -20° the mixture is treated dropwise with 25 ml of ethanol and evaporated at 40° in a water-jet vacuum. After recrystallizat...